This data is from the Open Reaction Database (ORD), a public repository of structured organic reaction records. The task is: describe an organic reaction: reactants, conditions, products, and yield The reactants are C(C=1C(O)=CC=CC1)(=O)NN (salicyclic acid hydrazide), COC(C=1C(O)=CC=CC1)=O (salicylic-acid methyl ester), B(=O)OB=O (boron trioxide), paraffin, 230, paraffin. Run in CO (Methanol). Reaction conditions: time 3 hour. The product is C(C=1C(O)=CC=CC1)(=O)NNC(C=1C(O)=CC=CC1)=O (N,N'-bis(salicyloyl)hydrazine). Yield: 85.0%. RXN SMILES: [C:1]([NH:10][NH2:11])(=[O:9])[C:2]1[C:3](=[CH:5][CH:6]=[CH:7][CH:8]=1)[OH:4].C[O:13][C:14](=O)[C:15]1[C:16](=[CH:18][CH:19]=[CH:20][CH:21]=1)[OH:17].B(OB=O)=O>CO>[C:1]([NH:10][NH:11][C:14](=[O:13])[C:15]1[C:16](=[CH:18][CH:19]=[CH:20][CH:21]=1)[OH:17])(=[O:9])[C:2]1[C:3](=[CH:5][CH:6]=[CH:7][CH:8]=1)[OH:4]. Procedure: 152 parts by weight salicyclic acid hydrazide was heated with 152 parts by weight salicylic-acid methyl ester and 3 parts by weight boron trioxide in 230 parts by weight paraffin (viscosity at 60° C.: 100 m Pa s) to 140° to 150° C. while stirring vigorously. Methanol produced during the reaction was distilled off by a column. After about 3 hours, the reaction was completed. The now viscous reaction mixture was cooled down to 50° to 60° C., treated with alcohol (methanol or ethanol) and the mixtu... Reactants: [H-].[Na+] (NaH), Cl.COC1=C(C=CC=2C3CNCC3CCC21)OC (2,3,3a,4,5,9b-Hexahydro-6,7-dimethoxy-1H-benz[e]isoindole hydrochloride), BrCCC (1-bromopropane). Solvent: CN(C)C=O (DMF), CN(C)C=O (DMF). Conditions: time 1.5 hour. The product is Cl.C(CC)N1CC2CCC3=C(C2C1)C=CC(=C3OC)OC (2-n-Propyl-2,3,3a,4,5,9b-hexahydro-6,7-dimethoxy-1H-benz[e]isoindole hydrochloride). Isolated yield 49.7%. As a reaction SMILES: [H-].[Na+].[ClH:3].[CH3:4][O:5][C:6]1[C:18]2[CH2:17][CH2:16][CH:15]3[CH:11]([CH2:12][NH:13][CH2:14]3)[C:10]=2[CH:9]=[CH:8][C:7]=1[O:19][CH3:20].Br[CH2:22][CH2:23][CH3:24]>CN(C=O)C>[ClH:3].[CH2:22]([N:13]1[CH2:12][CH:11]2[CH:15]([CH2:16][CH2:17][C:18]3[C:6]([O:5][CH3:4])=[C:7]([O:19][CH3:20])[CH:8]=[CH:9][C:10]=32)[CH2:14]1)[CH2:23][CH3:24] |f:0.1,2.3,6.7|. Reported procedure: A slurry of NaH (0.68 g, 50% in oil, 14.1 mmole, washed 3 times with hexane) and 68 mL dry DMF was stirred under N2 at room temperature as a solution of the compound of example 5 (free base) (3.0 g, 12.9 mmole) in 20 mL dry DMF was added dropwise. The reaction mixture was stirred for 1.5 hr. at room temperature, then 1-bromopropane (1.3 mL, 14.1 mmole) was added dropwise. The reaction mixture was stirred for 1 hr at room temperature, and for 18 hrs. at 30°-35° C. The reaction mixture was evapora... Reactants: N1=CC=CC=C1 (pyridine), C(\C=C\C(=O)O)(=O)O (fumaric acid), FC1=CC=C(C=C1)C=1C=C(C=NC1)C1NCCCC1 (5-(4-fluorophenyl)-3-(2-piperidinyl)pyridine). Run in CO (methanol). Yields the product C(\C=C\C(=O)O)(=O)O.FC1=CC=C(C=C1)C=1C=C(C=NC1)C1NCCCC1 (5-(4-fluorophenyl)-3-(2-piperidinyl)pyridine fumarate). Yield: 70.0%. Reaction SMILES: N1C=CC=CC=1.[C:7]([OH:14])(=[O:13])/[CH:8]=[CH:9]/[C:10]([OH:12])=[O:11].[F:15][C:16]1[CH:21]=[CH:20][C:19]([C:22]2[CH:23]=[C:24]([CH:28]3[CH2:33][CH2:32][CH2:31][CH2:30][NH:29]3)[CH:25]=[N:26][CH:27]=2)=[CH:18][CH:17]=1>CO>[C:7]([OH:14])(=[O:13])/[CH:8]=[CH:9]/[C:10]([OH:12])=[O:11].[F:15][C:16]1[CH:17]=[CH:18][C:19]([C:22]2[CH:23]=[C:24]([CH:28]3[CH2:33][CH2:32][CH2:31][CH2:30][NH:29]3)[CH:25]=[N:26][CH:27]=2)=[CH:20][CH:21]=1 |f:4.5|. Reported procedure: The above described pyridine derivative was converted into invention compound of Formula I by the addition of one equivalent of fumaric acid to a methanol (15 mL) solution of the free amine at 25° C. After 30 minutes the solvent was removed in vacuo and the residue pumped under high vacuum. Trituration with diethyl ether resulted in the formation of 5-(4-fluorophenyl)-3-(2-piperidinyl)pyridine fumarate (70%) as a colorless solid. Starting materials: C(=O)(Cl)Cl (phosgene), C([O-])([O-])=O.[K+].[K+] (potassium carbonate), ClC1=C(OC2CN(C2)C(C2=CC=CC=C2)C2=CC=CC=C2)C=CC(=C1)F (3-(2-chloro-4-fluorophenoxy)-1-(diphenylmethyl)azetidine). The solvent is C(Cl)Cl (methylene chloride), C(Cl)Cl (methylene chloride). Reaction conditions: temperature 0 celsius, time 30 minute. Product: ClC1=C(OC2CN(C2)C(=O)Cl)C=CC(=C1)F (3-(2-Chloro-4-fluorophenoxy)-1-azetidinecarbonyl chloride). RXN SMILES: [C:1]([Cl:4])(Cl)=[O:2].C(=O)([O-])[O-].[K+].[K+].[Cl:11][C:12]1[CH:35]=[C:34]([F:36])[CH:33]=[CH:32][C:13]=1[O:14][CH:15]1[CH2:18][N:17](C(C2C=CC=CC=2)C2C=CC=CC=2)[CH2:16]1>C(Cl)Cl>[Cl:11][C:12]1[CH:35]=[C:34]([F:36])[CH:33]=[CH:32][C:13]=1[O:14][CH:15]1[CH2:18][N:17]([C:1]([Cl:4])=[O:2])[CH2:16]1 |f:1.2.3|. Procedure details: A stirred solution of 9.0 g (0.09 mole) of phosgene in 200 mL of methylene chloride under nitrogen was treated with 12.5 g (0.09 mole) of anhydrous potassium carbonate and stirred for 30 min. The reaction mixture was cooled in an ice bath while 28 g (0.08 mole) of 3-(2-chloro-4-fluorophenoxy)-1-(diphenylmethyl)azetidine in 100 mL of methylene chloride was added dropwise. After stirring for 16 hr at ambient temperature the reaction mixture was cooled to 0° C. in an ice water bath and small pieces... Reactants: C=O (formaldehyde), CC1=CC=2C(=NC3=C(NC2S1)C=CC=C3)N3C[C@@H](NCC3)CO ([(R)-4-(2-methyl-4H-3-thia-4,9-diaza-benzo[f]azulen-10-yl)-piperazin-2-yl]-methanol), ClC(C)Cl (dichloroethane), C(C)(=O)O[BH-](OC(C)=O)OC(C)=O.[Na+] (sodium triacetoxyborohydride). Run at time 2 minute. The product is CN1[C@H](CN(CC1)C1=NC2=C(NC=3SC(=CC13)C)C=CC=C2)CO ((R)-[1-Methyl-4-(2-methyl-4H-3-thia-4,9-diaza-benzo[f]azulen-10-yl)-piperazin-2-yl]-methanol). RXN SMILES: C=O.[CH3:3][C:4]1[S:13][C:12]2[NH:11][C:10]3[CH:14]=[CH:15][CH:16]=[CH:17][C:9]=3[N:8]=[C:7]([N:18]3[CH2:23][CH2:22][NH:21][C@@H:20]([CH2:24][OH:25])[CH2:19]3)[C:6]=2[CH:5]=1.Cl[CH:27](Cl)C.C(O[BH-](OC(=O)C)OC(=O)C)(=O)C.[Na+]>>[CH3:27][N:21]1[CH2:22][CH2:23][N:18]([C:7]2[C:6]3[CH:5]=[C:4]([CH3:3])[S:13][C:12]=3[NH:11][C:10]3[CH:14]=[CH:15][CH:16]=[CH:17][C:9]=3[N:8]=2)[CH2:19][C@@H:20]1[CH2:24][OH:25] |f:3.4|. Procedure: Add aqueous 37% formaldehyde (1.1 eqiv) to a solution of [(R)-4-(2-methyl-4H-3-thia-4,9-diaza-benzo[f]azulen-10-yl)-piperazin-2-yl]-methanol (1 mmol) in dichloroethane (60 mL per 1 mmol non-alkylated starting material). Stir the mixture 2 minutes and add sodium triacetoxyborohydride (1.5 mmol per 1 mmol non-alkylated starting material). Stir the suspension for 30 minutes and quench with a saturated aqueous solution of sodium bicarbonate. Extract the aqueous phase 3 times with dichloromethane and... The reactants are [BH4-], COc1cc(OC)cc(Oc2cc(Br)ccc2C(=O)O)c1, [Na+], C1CCOC1, O. Product: COc1cc(OC)cc(Oc2cc(Br)ccc2CO)c1. As a reaction SMILES: [BH4-:22].[Br:1][c:2]1[cH:3][c:4]([O:11][c:12]2[cH:13][c:14]([O:20][CH3:21])[cH:15][c:16]([O:18][CH3:19])[cH:17]2)[c:5]([C:6](=[O:7])[OH:8])[cH:9][cH:10]1.[Na+:23].[O:25]1[CH2:26][CH2:27][CH2:28][CH2:29]1.[OH2:24]>>[Br:1][c:2]1[cH:3][c:4]([O:11][c:12]2[cH:13][c:14]([O:20][CH3:21])[cH:15][c:16]([O:18][CH3:19])[cH:17]2)[c:5]([CH2:6][OH:7])[cH:9][cH:10]1.